Dataset: the Open Reaction Database (ORD), a public repository of structured organic reaction records. Task: describe an organic reaction: reactants, conditions, products, and yield The reactants are ClCC1=CC=C(C=C1)C(C)(C)NC(C)=O (N-(1-(4-chloromethylphenyl)-1-methylethyl)acetamide), COC1=NC(=NC=C1)N1CCNCC1 (1-(4-methoxypyrimidin-2-yl)piperazine). Product: COC1=NC(=NC=C1)N1CCN(CC1)CC1=CC=C(C=C1)C(C)(C)NC(C)=O (N-(1-(4-((4-(4-Methoxypyrimidin-2-yl)piperazin-1-yl)methyl)phenyl)-1-methylethyl)acetamide). RXN SMILES: Cl[CH2:2][C:3]1[CH:8]=[CH:7][C:6]([C:9]([NH:12][C:13](=[O:15])[CH3:14])([CH3:11])[CH3:10])=[CH:5][CH:4]=1.[CH3:16][O:17][C:18]1[CH:23]=[CH:22][N:21]=[C:20]([N:24]2[CH2:29][CH2:28][NH:27][CH2:26][CH2:25]2)[N:19]=1>>[CH3:16][O:17][C:18]1[CH:23]=[CH:22][N:21]=[C:20]([N:24]2[CH2:25][CH2:26][N:27]([CH2:2][C:3]3[CH:8]=[CH:7][C:6]([C:9]([NH:12][C:13](=[O:15])[CH3:14])([CH3:11])[CH3:10])=[CH:5][CH:4]=3)[CH2:28][CH2:29]2)[N:19]=1. Procedure details: By similar reaction and treatment to that in Example 1(5) using N-(1-(4-chloromethylphenyl)-1-methylethyl)acetamide obtained in Example 95(4) instead of N-(4-chloromethylphenylmethyl)acetamide and 1-(4-methoxypyrimidin-2-yl)piperazine obtained in Example 98(2) instead of phenylpiperazine, the title compound was obtained as white crystals, m.p.=160-162° C. Starting materials: [Al+3], COc1c2c(c(OC)c(OC)c1OC)CCC(CCOC(C)=O)CC2, CCOCC, Cl, [H-], [H-], [H-], [H-], [Li+], O. Yields the product COc1c2c(c(OC)c(OC)c1OC)CCC(CCO)CC2. Reaction SMILES: [Al+3:2].[C:7](=[O:8])([CH3:9])[O:10][CH2:11][CH2:12][CH:13]1[CH2:14][CH2:15][c:16]2[c:17]([c:20]([O:30][CH3:31])[c:21]([O:28][CH3:29])[c:22]([O:26][CH3:27])[c:23]2[O:24][CH3:25])[CH2:18][CH2:19]1.[CH3:33][CH2:34][O:35][CH2:36][CH3:37].[ClH:32].[H-:1].[H-:4].[H-:5].[H-:6].[Li+:3].[OH2:38]>>[OH:10][CH2:11][CH2:12][CH:13]1[CH2:14][CH2:15][c:16]2[c:17]([c:20]([O:30][CH3:31])[c:21]([O:28][CH3:29])[c:22]([O:26][CH3:27])[c:23]2[O:24][CH3:25])[CH2:18][CH2:19]1. Reactants: CC(C)(C)OC(=O)C=Cc1ccc(N2CC(=O)N(CC[Si](C)(C)C)S2(=O)=O)c(OCc2ccccc2)c1, [H][H]. Reaction SMILES: [C:1]([CH3:2])([CH3:3])([CH3:4])[O:5][C:6]([CH:7]=[CH:8][c:9]1[cH:10][c:11]([O:29][CH2:30][c:31]2[cH:32][cH:33][cH:34][cH:35][cH:36]2)[c:12]([N:15]2[S:16](=[O:27])(=[O:28])[N:17]([CH2:21][CH2:22][Si:23]([CH3:24])([CH3:25])[CH3:26])[C:18](=[O:20])[CH2:19]2)[cH:13][cH:14]1)=[O:37].[H:38][H:39]>>[C:1]([CH3:2])([CH3:3])([CH3:4])[O:5][C:6]([CH2:7][CH2:8][c:9]1[cH:10][c:11]([O:29][CH2:30][c:31]2[cH:32][cH:33][cH:34][cH:35][cH:36]2)[c:12]([N:15]2[S:16](=[O:27])(=[O:28])[N:17]([CH2:21][CH2:22][Si:23]([CH3:24])([CH3:25])[CH3:26])[C:18](=[O:20])[CH2:19]2)[cH:13][cH:14]1)=[O:37]. Product: CC(C)(C)OC(=O)CCc1ccc(N2CC(=O)N(CC[Si](C)(C)C)S2(=O)=O)c(OCc2ccccc2)c1.